From a dataset of the Open Reaction Database (ORD), a public repository of structured organic reaction records. describe an organic reaction: reactants, conditions, products, and yield Starting materials: ClC=1C2=C(N=CN1)NC(=C2)C2=CCC1(OCCO1)CC2 (4-Chloro-6-(1,4-dioxa-spiro[4.5]dec-7-en-8-yl)-7H-pyrrolo[2,3-d]pyrimidine), BrC1=CC2=C(N=CN=C2C=2C(=C(C=CC2)NC(C2=CC=C(C=C2)C(C)(C)C)=O)C)N1 (N-[3-(6-Bromo-7H-pyrrolo[2,3-d]pyrimidin-4-yl)-2-methyl-phenyl]-4-tert-butyl-benzamide). Yields the product C(C)(C)(C)C1=CC=C(C(=O)NC2=C(C(=CC=C2)C=2C3=C(N=CN2)NC(=C3)C3=CCC2(OCCO2)CC3)C)C=C1 (4-tert-Butyl-N-{3-[6-(1,4-dioxa-spiro[4.5]dec-7-en-8-yl)-7H-pyrrolo[2,3-d]pyrimidin-4-yl]-2-methyl-phenyl}-benzamide). RXN SMILES: Cl[C:2]1[C:3]2[CH:10]=[C:9]([C:11]3[CH2:20][CH2:19][C:14]4([O:18][CH2:17][CH2:16][O:15]4)[CH2:13][CH:12]=3)[NH:8][C:4]=2[N:5]=[CH:6][N:7]=1.BrC1NC2N=CN=C([C:30]3[C:31]([CH3:49])=[C:32]([NH:36][C:37](=[O:48])[C:38]4[CH:43]=[CH:42][C:41]([C:44]([CH3:47])([CH3:46])[CH3:45])=[CH:40][CH:39]=4)[CH:33]=[CH:34][CH:35]=3)C=2C=1>>[C:44]([C:41]1[CH:42]=[CH:43][C:38]([C:37]([NH:36][C:32]2[CH:33]=[CH:34][CH:35]=[C:30]([C:2]3[C:3]4[CH:10]=[C:9]([C:11]5[CH2:20][CH2:19][C:14]6([O:18][CH2:17][CH2:16][O:15]6)[CH2:13][CH:12]=5)[NH:8][C:4]=4[N:5]=[CH:6][N:7]=3)[C:31]=2[CH3:49])=[O:48])=[CH:39][CH:40]=1)([CH3:47])([CH3:45])[CH3:46]. Procedure details: Example 65 was prepared analogue to Intermediate 17 by replacing 4-chloro-6-iodo-7H-pyrrolo[2,3-d]pyrimidine with Intermediate 54. Reactants: BrC1=CC=C(C=C1)N=C=O (1-bromo-4-isocyanatobenzene), C1(CC1)C(=O)N1C[C@H](CC1)CC(=O)NN (2-[(3R)-1-(cyclopropylcarbonyl)-3-pyrrolidinyl]acetohydrazide), [N-]=C=O (isocyanate). Solvent: ClCCl (dichloromethane). Run at time 3 hour. Yields the product BrC1=CC=C(C=C1)NC(=O)NNC(C[C@@H]1CN(CC1)C(=O)C1CC1)=O (N-(4-bromophenyl)-2-{[(3R)-1-(cyclopropylcarbonyl)-3-pyrrolidinyl]acetyl}hydrazinecarboxamide). The yield is 88.0%. As a reaction SMILES: [CH:1]1([C:4]([N:6]2[CH2:10][CH2:9][C@H:8]([CH2:11][C:12]([NH:14][NH2:15])=[O:13])[CH2:7]2)=[O:5])[CH2:3][CH2:2]1.[Br:16][C:17]1[CH:22]=[CH:21][C:20]([N:23]=[C:24]=[O:25])=[CH:19][CH:18]=1.[N-]=C=O>ClCCl>[Br:16][C:17]1[CH:22]=[CH:21][C:20]([NH:23][C:24]([NH:15][NH:14][C:12](=[O:13])[CH2:11][C@H:8]2[CH2:9][CH2:10][N:6]([C:4]([CH:1]3[CH2:3][CH2:2]3)=[O:5])[CH2:7]2)=[O:25])=[CH:19][CH:18]=1. Procedure details: In a round bottom flask under nitrogen, a solution of 2-[(3R)-1-(cyclopropylcarbonyl)-3-pyrrolidinyl]acetohydrazide (2.16 mmol) in dichloromethane (5 mL) was cooled to 0° C. and 1-bromo-4-isocyanatobenzene (2.16 mmol) was added. Once the isocyanate dissolved, the cooling bath was removed and the reaction was allowed to warm to room temperature and was stirred for 3 h. The reaction was filtered to collect the white precipitate, washed with 10 mL cold dichloromethane, air dried for 1 h and then dr... Starting materials: CN (Methylamine), BrC1=C(C=C2CC(NC2=C1)=O)C(=O)O (6-bromo-2-oxoindoline-5-carboxylic acid), F[B-](F)(F)F.N1(N=NC2=C1C=CC=C2)OC(=[N+](C)C)N(C)C (O-(benzotriazol-1-yl)-N,N,N′,N′-tetramethyluronium tetrafluoroborate), O.ON1N=NC2=C1C=CC=C2 (1-hydroxybenzotriazole hydrate), C(C)(C)N(CC)C(C)C (diisopropylethylamine), C([O-])(O)=O.[Na+] (sodium bicarbonate). The solvent is CN(C=O)C (N,N-dimethylformamide). Conditions: time 1.5 hour. Yields the product BrC1=C(C=C2CC(NC2=C1)=O)C(=O)NC (6-Bromo-N-methyl-2-oxoindoline-5-carboxamide). Yield: 48.4%. As a reaction SMILES: CN.[Br:3][C:4]1[CH:12]=[C:11]2[C:7]([CH2:8][C:9](=[O:13])[NH:10]2)=[CH:6][C:5]=1[C:14]([OH:16])=O.F[B-](F)(F)F.[N:22]1(OC(N(C)C)=[N+](C)C)[C:26]2C=CC=CC=2N=N1.O.ON1C2C=CC=CC=2N=N1.C(N(C(C)C)CC)(C)C.C(=O)(O)[O-].[Na+]>CN(C)C=O>[Br:3][C:4]1[CH:12]=[C:11]2[C:7]([CH2:8][C:9](=[O:13])[NH:10]2)=[CH:6][C:5]=1[C:14]([NH:22][CH3:26])=[O:16] |f:2.3,4.5,7.8|. Procedure details: Methylamine (0.75 mL, 2.0 M in tetrahydrofuran) was added to a stirred solution of 6-bromo-2-oxoindoline-5-carboxylic acid (0.246 g, 0.96 mmol), O-(benzotriazol-1-yl)-N,N,N′,N′-tetramethyluronium tetrafluoroborate (0.369 g, 1.15 mmol), 1-hydroxybenzotriazole hydrate (0.176 g, 1.15 mmol), and diisopropylethylamine (0.55 mL, 3.16 mmol) in dry N,N-dimethylformamide (4 mL) under an atmosphere of nitrogen. The resulting mixture was stirred at room temperature for 1.5 h. An aqueous solution of sodium ... Reactants: [Al+3], Cl, [H-], [H-], [H-], [H-], [Li+], O=C(O)C12CCN(CC1)CC2, [Na+], C1CCOC1, [OH-], O. Product: OCC12CCN(CC1)CC2. RXN SMILES: [Al+3:14].[ClH:1].[H-:13].[H-:16].[H-:17].[H-:18].[Li+:15].[N:2]12[CH2:3][CH2:4][C:5]([C:10](=[O:11])[OH:12])([CH2:6][CH2:7]1)[CH2:8][CH2:9]2.[Na+:21].[O:22]1[CH2:23][CH2:24][CH2:25][CH2:26]1.[OH-:20].[OH2:19]>>[N:2]12[CH2:3][CH2:4][C:5]([CH2:10][OH:11])([CH2:6][CH2:7]1)[CH2:8][CH2:9]2. Reactants: COC(=O)[C@@H]1N(C(CCC1)=O)C(=O)OC(C)(C)C ((R)-6-oxopiperidine-1,2-dicarboxylic acid 1-tert-butyl ester 2-methyl ester), [Cl-].[NH4+] (ammonium chloride), C(C)(=O)OCC (ethyl acetate), FC=1C=C(C=CC1F)[Mg]Br (3,4-difluorophenylmagnesium bromide). Run in C1CCOC1 (THF). Conditions: temperature -40 celsius, time 7 hour. Yields the product C(C)(C)(C)OC(=O)N[C@@H](C(=O)OC)CCCC(=O)C1=CC(=C(C=C1)F)F (methyl(R)-2-tert-butoxycarbonylamino-6-(3,4-difluorophenyl)-6-oxohexanoate). As a reaction SMILES: [CH3:1][O:2][C:3]([C@H:5]1[CH2:10][CH2:9][CH2:8][C:7](=[O:11])[N:6]1[C:12]([O:14][C:15]([CH3:18])([CH3:17])[CH3:16])=[O:13])=[O:4].[F:19][C:20]1[CH:21]=[C:22]([Mg]Br)[CH:23]=[CH:24][C:25]=1[F:26].[Cl-].[NH4+].C(OCC)(=O)C>C1COCC1>[C:15]([O:14][C:12]([NH:6][C@H:5]([CH2:10][CH2:9][CH2:8][C:7]([C:23]1[CH:22]=[CH:21][C:20]([F:19])=[C:25]([F:26])[CH:24]=1)=[O:11])[C:3]([O:2][CH3:1])=[O:4])=[O:13])([CH3:18])([CH3:17])[CH3:16] |f:2.3|. Reported procedure: To a solution of (R)-6-oxopiperidine-1,2-dicarboxylic acid 1-tert-butyl ester 2-methyl ester (CAS No. 183890-36-0, 5.8 g) in THF (200 mL), 3,4-difluorophenylmagnesium bromide (0.5 M solution in THF, 50 mL) was added dropwise at −40° C., and the reaction solution was stirred at −40° C. for seven hours. A saturated ammonium chloride solution and ethyl acetate were added to the reaction solution, and the mixture was heated to room temperature. Thereafter, the organic layer was separated, and the re... The reactants are [H-].[Na+] (NaH), N1=CN=CC2=C1NC=C2 (7H-Pyrrolo[2,3-d]pyrimidine), C1CCOC1 (THF), ClCOCC[Si](C)(C)C ((2-chloromethoxy-ethyl)-trimethyl-silane), C1CCOC1 (THF). Yields the product C[Si](C=1N=C(C2=C(N1)NC=C2)COCC)(C)C (2-trimethylsilanyl-ethoxymethyl-7H-pyrrolo[2,3-d]pyrimidine). As a reaction SMILES: [N:1]1[C:6]2[NH:7][CH:8]=[CH:9][C:5]=2[CH:4]=[N:3][CH:2]=1.[H-].[Na+].ClCOCC[Si:17]([CH3:20])([CH3:19])[CH3:18].C1[CH2:25][O:24][CH2:23][CH2:22]1>>[CH3:18][Si:17]([CH3:20])([CH3:19])[C:2]1[N:3]=[C:4]([CH2:25][O:24][CH2:23][CH3:22])[C:5]2[CH:9]=[CH:8][NH:7][C:6]=2[N:1]=1 |f:1.2|. Procedure details: 7H-Pyrrolo[2,3-d]pyrimidine (1.16 g, 9.74 mmol), was dissolved in 100 ml anhydrous THF under N2. At 0° C., a 60% dispersion of NaH 0.51 g in mineral oil was added. The mixture was stirred at ambient temperature and 2.93 ml (9.8 mmol) (2-chloromethoxy-ethyl)-trimethyl-silane dissolved in 15 ml anhydrous THF was added. The reaction mixture was stirred at room temperature for 2 hour and subsequently concentrated in vacuo. Ethyl acetate was added to the mixture and the organic layer was washed three... The reactants are O=C([O-])[O-], CC(C)(C)OC(=O)NCCCCBr, [Cs+], [Cs+], CN(C)C=O, CCOC(=O)C(C(=O)OCC)c1cn(S(=O)(=O)c2ccc(C)cc2)cn1. Yields the product CCOC(=O)C(CCCCNC(=O)OC(C)(C)C)(C(=O)OCC)c1cn(S(=O)(=O)c2ccc(C)cc2)cn1. RXN SMILES: [C:1](=[O:2])([O-:3])[O-:4].[C:7]([CH3:8])([CH3:9])([CH3:10])[O:11][C:12](=[O:13])[NH:14][CH2:15][CH2:16][CH2:17][CH2:18][Br:19].[Cs+:5].[Cs+:6].[O:46]=[CH:47][N:48]([CH3:49])[CH3:50].[c:20]1([CH3:45])[cH:21][cH:22][c:23]([S:26](=[O:27])(=[O:28])[n:29]2[cH:30][n:31][c:32]([CH:34]([C:35](=[O:36])[O:37][CH2:38][CH3:39])[C:40](=[O:41])[O:42][CH2:43][CH3:44])[cH:33]2)[cH:24][cH:25]1>>[C:7]([CH3:8])([CH3:9])([CH3:10])[O:11][C:12](=[O:13])[NH:14][CH2:15][CH2:16][CH2:17][CH2:18][C:34]([c:32]1[n:31][cH:30][n:29]([S:26]([c:23]2[cH:22][cH:21][c:20]([CH3:45])[cH:25][cH:24]2)(=[O:27])=[O:28])[cH:33]1)([C:35](=[O:36])[O:37][CH2:38][CH3:39])[C:40](=[O:41])[O:42][CH2:43][CH3:44]. The reactants are CC12CC3(CC(CC(C1)C3)C2)C (1,3-dimethyladamantane), CC12CC3(CC(CC(C1)C3)C2)C (1,3-dimethyladamantane), C(=O)(C)C(=O)C (biacetyl), C(C)(=O)O (acetic acid). Reagents/catalysts: C(C)(=O)[O-].[Co+2].C(C)(=O)[O-] (cobalt (II) acetate). Run at temperature 60 celsius, time 4 hour. Yields the product C(C)(=O)C12CC3(CC(CC(C1)C3)(C2)C)C (1-acetyl-3,5-dimethyladamantane), C(C)(=O)C12CC3(CC(CC(C1)(C3)C)(C2)C)C(C)=O (1,3-diacetyl-5,7-dimethyladamantane), 1-acetyl-3,5-d-methyl-7-adamantanol, CC12CC3(CC(CC(C1)C3)(C2)O)C (1,3-dimethyl-5-adamantanol), CC12CC3(C(C(CC(C1)C3)C2)=O)C (1,3-dimethyl-4-adamantanone). Yield: 4.0%. As a reaction SMILES: [CH3:1][C:2]12[CH2:11][CH:6]3[CH2:7][CH:8]([CH2:10][C:4]([CH3:12])([CH2:5]3)[CH2:3]1)[CH2:9]2.[C:13]([C:16]([CH3:18])=[O:17])([CH3:15])=[O:14].[C:19]([OH:22])(=[O:21])[CH3:20]>C([O-])(=O)C.[Co+2].C([O-])(=O)C>[C:16]([C:13]12[CH2:1][C:2]3([CH3:11])[CH2:9][CH:8]([CH2:10][C:4]([CH3:5])([CH2:3]3)[CH2:15]1)[CH2:7]2)(=[O:17])[CH3:18].[C:16]([C:13]12[CH2:1][C:2]3([CH3:11])[CH2:3][C:4]([CH3:12])([CH2:10][C:8]([C:19](=[O:22])[CH3:20])([CH2:9]3)[CH2:15]1)[CH2:5]2)(=[O:17])[CH3:18].[CH3:12][C:4]12[CH2:10][C:8]3([OH:14])[CH2:7][CH:6]([CH2:11][C:2]([CH3:1])([CH2:9]3)[CH2:3]1)[CH2:5]2.[CH3:12][C:4]12[CH2:10][CH:8]3[CH2:7][CH:6]([CH2:11][C:2]([CH3:1])([C:9]3=[O:21])[CH2:3]1)[CH2:5]2 |f:3.4.5|. Procedure: A mixture of 3 mmol of 1,3-dimethyladamantane, 18 mmol of biacetyl, 0.015 mmol of cobalt (II) acetate, and 3 ml of acetic acid was stirred at 60° C. under an oxygen atmosphere (1 atm) for 4 hours. Gas chromatographic analysis of products in the reaction mixture revealed that 1,3-dimethyladamantane was converted, at a rate of 93%, to 1-acetyl-3,5-dimethyladamantane (yield 40%), 1,3-diacetyl-5,7-dimethyladamantane (yield 15%), 1-acetyl-3,5-d-methyl-7-adamantanol (yield 5%), 1,3-dimethyl-5-adamanta... Starting materials: C[SiH](CCCCCCCCCC)CCCCCCCCCC (methyldidecylsilane), C=CCCCCCCCC (1-decene). Reagents/catalysts: [C-]#[O+].C1=CC=C(C=C1)P(C2=CC=CC=C2)C3=CC=CC=C3.C1=CC=C(C=C1)P(C2=CC=CC=C2)C3=CC=CC=C3.C1=CC=C(C=C1)P(C2=CC=CC=C2)C3=CC=CC=C3.[Rh] (hydridocarbonyltris(triphenylphosphine)rhodium(I)). Run in C1=CC=CC=C1 (benzene). The product is C[SiH2]CCCCCCCCCCCCC (methyltridecylsilane). Isolated yield 85.0%. RXN SMILES: C[SiH:2]([CH2:13]CCCCCCCCC)[CH2:3][CH2:4][CH2:5][CH2:6][CH2:7][CH2:8][CH2:9][CH2:10][CH2:11][CH3:12].[CH2:23]=[CH:24][CH2:25]CCCCCCC>C1C=CC=CC=1.[C-]#[O+].C1C=CC(P(C2C=CC=CC=2)C2C=CC=CC=2)=CC=1.C1C=CC(P(C2C=CC=CC=2)C2C=CC=CC=2)=CC=1.C1C=CC(P(C2C=CC=CC=2)C2C=CC=CC=2)=CC=1.[Rh]>[CH3:13][SiH2:2][CH2:3][CH2:4][CH2:5][CH2:6][CH2:7][CH2:8][CH2:9][CH2:10][CH2:11][CH2:12][CH2:23][CH2:24][CH3:25] |f:3.4.5.6.7|. Procedure: A mixture of 1.53 grams of methyldidecylsilane, and 0.70 gram of 1-decene in 5 milliliters of benzene was reacted for 25 hours at 50° C. in the presence of 0.005 gram hydridocarbonyltris(triphenylphosphine)rhodium(I). Chromatographic analysis showed that an 85 percent yield of methyltridecylsilane was formed at a 65 percent silane conversion. Reactants: COc1ccc(-c2ccc3cnc(OS(=O)(=O)C(F)(F)F)nn23)cn1, Nc1cc2c(cc1F)CCC(=O)N2. Yields the product COc1ccc(-c2ccc3cnc(Nc4cc5c(cc4F)CCC(=O)N5)nn23)cn1. As a reaction SMILES: [CH3:1][O:2][c:3]1[cH:4][cH:5][c:6](-[c:9]2[cH:10][cH:11][c:12]3[cH:13][n:14][c:15]([O:18][S:19]([C:20]([F:21])([F:22])[F:23])(=[O:24])=[O:25])[n:16][n:17]23)[cH:7][n:8]1.[NH2:26][c:27]1[c:28]([F:38])[cH:29][c:30]2[c:35]([cH:36]1)[NH:34][C:33](=[O:37])[CH2:32][CH2:31]2>>[CH3:1][O:2][c:3]1[cH:4][cH:5][c:6](-[c:9]2[cH:10][cH:11][c:12]3[cH:13][n:14][c:15]([NH:26][c:27]4[c:28]([F:38])[cH:29][c:30]5[c:35]([cH:36]4)[NH:34][C:33](=[O:37])[CH2:32][CH2:31]5)[n:16][n:17]23)[cH:7][n:8]1.